The task is: describe an organic reaction: reactants, conditions, products, and yield. This data is from the Open Reaction Database (ORD), a public repository of structured organic reaction records. The solvent is CO (methanol). Product: C(=O)(O)CCCN1C[C@H](N(CC1)C(C1=CC(=CC(=C1)C(F)(F)F)C(F)(F)F)=O)CC1=CNC2=CC=CC=C12 ((2R)-4-(3-carboxypropyl)-1-[3,5-bis(trifluoromethyl)benzoyl]-2-(1H-indol-3-yl-methyl)piperazine). The reactants are C(C1=CC=CC=C1)OC(=O)CCCN1C[C@H](N(CC1)C(C1=CC(=CC(=C1)C(F)(F)F)C(F)(F)F)=O)CC1=CNC2=CC=CC=C12 ((2R)-4-[3-(benzyloxycarbonyl)propyl]-1-[3,5-bis(trifluoromethyl)benzoyl]-2-(1H-indol-3-yl-methyl)piperazine), Pd charcoal. Reported procedure: A mixture of (2R)-4-[3-(benzyloxycarbonyl)propyl]-1-[3,5-bis(trifluoromethyl)benzoyl]-2-(1H-indol-3-yl-methyl)piperazine (0.15 g), 10% Pd charcoal (15 mg) and methanol (4.5 ml) was stirred for 3 hours under hydrogen atmosphere (1 atm). The catalyst was removed by filtration and the filtrate was concentrated. The residue was purified by column chromatography on a silica gel using chloroform-methanol (5:1) as eluent to give (2R)-4-(3-carboxypropyl)-1-[3,5-bis(trifluoromethyl)benzoyl]-2-(1H-indol-3... Run at time 3 hour. Reaction SMILES: C([O:8][C:9]([CH2:11][CH2:12][CH2:13][N:14]1[CH2:19][CH2:18][N:17]([C:20](=[O:35])[C:21]2[CH:26]=[C:25]([C:27]([F:30])([F:29])[F:28])[CH:24]=[C:23]([C:31]([F:34])([F:33])[F:32])[CH:22]=2)[C@H:16]([CH2:36][C:37]2[C:45]3[C:40](=[CH:41][CH:42]=[CH:43][CH:44]=3)[NH:39][CH:38]=2)[CH2:15]1)=[O:10])C1C=CC=CC=1>CO>[C:9]([CH2:11][CH2:12][CH2:13][N:14]1[CH2:19][CH2:18][N:17]([C:20](=[O:35])[C:21]2[CH:26]=[C:25]([C:27]([F:29])([F:28])[F:30])[CH:24]=[C:23]([C:31]([F:32])([F:33])[F:34])[CH:22]=2)[C@H:16]([CH2:36][C:37]2[C:45]3[C:40](=[CH:41][CH:42]=[CH:43][CH:44]=3)[NH:39][CH:38]=2)[CH2:15]1)([OH:10])=[O:8]. Yield: 52.1%. Starting materials: COC(=O)C1N(CC(C1)F)C(=O)OC(C)(C)C (methyl-1-tert-butoxycarbonyl-4-fluoropyrrolidine-2-carboxylate), [OH-].[Na+] (NaOH). Solvent: CO (MeOH). Conditions: time 1 hour. Product: C(C)(C)(C)OC(=O)N1C(CC(C1)F)C(=O)O (1-tert-butoxycarbonyl-4-fluoropyrrolidine-2-carboxylic acid). Yield: 97.2%. As a reaction SMILES: C[O:2][C:3]([CH:5]1[CH2:9][CH:8]([F:10])[CH2:7][N:6]1[C:11]([O:13][C:14]([CH3:17])([CH3:16])[CH3:15])=[O:12])=[O:4].[OH-].[Na+]>CO>[C:14]([O:13][C:11]([N:6]1[CH2:7][CH:8]([F:10])[CH2:9][CH:5]1[C:3]([OH:4])=[O:2])=[O:12])([CH3:17])([CH3:15])[CH3:16] |f:1.2|. Reported procedure: To a stirred solution of methyl-1-tert-butoxycarbonyl-4-fluoropyrrolidine-2-carboxylate (1.2 g, 4.85 mmol) in MeOH (5 ml) was added 1N NaOH (5 ml) and the mixture was stirred at room temperature for 1 hr. The mixture was concentrated in vacuo, water was added thereto, and neutralized with 1N HCl. The mixture was extracted with EtOAc. The extract was washed with water, then dried over Na2SO4, and concentrated in vacuo to give 1-tert-butoxycarbonyl-4-fluoropyrrolidine-2-carboxylic acid (1.1 g, qua... Reactants: CCN, CCO, CC(C)Nc1nc(Cl)cc(NS(=O)(=O)c2ccc(N)cc2)n1. Product: CCNc1cc(NS(=O)(=O)c2ccc(N)cc2)nc(NC(C)C)n1. RXN SMILES: [CH3:23][CH2:24][NH2:25].[CH3:26][CH2:27][OH:28].[NH2:1][c:2]1[cH:3][cH:4][c:5]([S:8](=[O:9])(=[O:10])[NH:11][c:12]2[n:13][c:14]([NH:19][CH:20]([CH3:21])[CH3:22])[n:15][c:16]([Cl:18])[cH:17]2)[cH:6][cH:7]1>>[NH2:1][c:2]1[cH:3][cH:4][c:5]([S:8](=[O:9])(=[O:10])[NH:11][c:12]2[n:13][c:14]([NH:19][CH:20]([CH3:21])[CH3:22])[n:15][c:16]([NH:25][CH2:24][CH3:23])[cH:17]2)[cH:6][cH:7]1. Starting materials: C(C)OC(=O)C1=C(N(C(=C1Br)Br)C1=CC=CC=C1)CBr (4,5-dibromo-2-bromomethyl-1-phenyl-1H-pyrrole-3-carboxylic acid ethyl ester), C(C)OC(=O)C1=C(N(C=C1)C)C (1,2-Dimethyl-1H-pyrrole-3-carboxylic acid ethyl ester). The product is C(C)OC(=O)C1=C(N(C(=C1Br)Br)C)CBr (4,5-Dibromo-2-bromomethyl-1-methyl-1H-pyrrole-3-carboxylic acid ethyl ester). Reaction SMILES: [CH2:1]([O:3][C:4]([C:6]1[C:10]([Br:11])=[C:9]([Br:12])[N:8]([C:13]2C=CC=CC=2)[C:7]=1[CH2:19][Br:20])=[O:5])[CH3:2].C(OC(C1C=CN(C)C=1C)=O)C>>[CH2:1]([O:3][C:4]([C:6]1[C:10]([Br:11])=[C:9]([Br:12])[N:8]([CH3:13])[C:7]=1[CH2:19][Br:20])=[O:5])[CH3:2]. Procedure details: Prepared in analogy to that of 4,5-dibromo-2-bromomethyl-1-phenyl-1H-pyrrole-3-carboxylic acid ethyl ester from 1,2-Dimethyl-1H-pyrrole-3-carboxylic acid ethyl ester; the title product, 1H NMR (200 MHz, CDCl3): δ (ppm)=4.93 (s, 2H), 4.34 (q, 2H, J=7.1 Hz), 3.69 (s, 3H), 1.40 (t, 3H, J=7.1 Hz). Starting materials: NC1=C(C(=NC2=CC=CC(=C12)OC[C@H](C(C)C)N)C)C(=O)OCC ((S)-ethyl 4-amino-5-(2-amino-3-methylbutoxy)-2-methylquinoline-3-carboxylate), OC=1C=C(C(=O)O)C=C(C1)O (3,5-dihydroxybenzoic acid). The product is NC1=C(C(=NC2=CC=CC(=C12)OC[C@H](C(C)C)NC(C1=CC(=CC(=C1)O)O)=O)C)C(=O)OCC ((S)-ethyl 4-amino-5-(2-(3,5-dihydroxybenzamido)-3-methylbutoxy)-2-methylquinoline-3-carboxylate). As a reaction SMILES: [NH2:1][C:2]1[C:11]2[C:6](=[CH:7][CH:8]=[CH:9][C:10]=2[O:12][CH2:13][C@@H:14]([NH2:18])[CH:15]([CH3:17])[CH3:16])[N:5]=[C:4]([CH3:19])[C:3]=1[C:20]([O:22][CH2:23][CH3:24])=[O:21].[OH:25][C:26]1[CH:27]=[C:28]([CH:32]=[C:33]([OH:35])[CH:34]=1)[C:29](O)=[O:30]>>[NH2:1][C:2]1[C:11]2[C:6](=[CH:7][CH:8]=[CH:9][C:10]=2[O:12][CH2:13][C@@H:14]([NH:18][C:29](=[O:30])[C:28]2[CH:27]=[C:26]([OH:25])[CH:34]=[C:33]([OH:35])[CH:32]=2)[CH:15]([CH3:17])[CH3:16])[N:5]=[C:4]([CH3:19])[C:3]=1[C:20]([O:22][CH2:23][CH3:24])=[O:21]. Procedure details: Prepared as in Example 24a from (S)-ethyl 4-amino-5-(2-amino-3-methylbutoxy)-2-methylquinoline-3-carboxylate (Example 95b) and 3,5-dihydroxybenzoic acid as brown solid (29%). MS 468 (MH+). Isolated yield 45.9%. Procedure: A mixture of ethyl 4-(2-bromoethoxy)-2-(2-chloro-6-iodophenyl)butanoate (5.8 g, 12 mmol) and TEA (15 mL, 110 mmol) in 24 mL ACN was degassed by vacuum and back filled with nitrogen 3 times. The mixture was treated with 3,3,3-triethoxyprop-1-yne (2.7 g, 16 mmol), dichlorobis(triphenylphosphine)palladium(ii) (0.17 g, 0.24 mmol) and copper(I) iodide (0.12 g, 0.61 mmol). The mixture was stirred at 55° C. for 2 hours. The mixture was cooled to room temperature, diluted with 100 mL EtOAc, and washed w... Solvent: CCOC(=O)C (EtOAc), C(C)#N (ACN). Yields the product ClC1=C(C(=CC=C1)C#CC(OCC)(OCC)OCC)C1(CCOCC1)C(=O)OCC (ethyl 4-(2-chloro-6-(3,3,3-triethoxyprop-1-ynyl)phenyl)-tetrahydro-2H-pyran-4-carboxylate). Conditions: temperature 55 celsius, time 2 hour. RXN SMILES: Br[CH2:2][CH2:3][O:4][CH2:5][CH2:6][CH:7]([C:13]1[C:18](I)=[CH:17][CH:16]=[CH:15][C:14]=1[Cl:20])[C:8]([O:10][CH2:11][CH3:12])=[O:9].[CH2:21]([O:23][C:24]([O:30][CH2:31][CH3:32])([O:27][CH2:28][CH3:29])[C:25]#[CH:26])[CH3:22]>C(#N)C.CCOC(C)=O.Cl[Pd](Cl)([P](C1C=CC=CC=1)(C1C=CC=CC=1)C1C=CC=CC=1)[P](C1C=CC=CC=1)(C1C=CC=CC=1)C1C=CC=CC=1.[Cu]I>[Cl:20][C:14]1[CH:15]=[CH:16][CH:17]=[C:18]([C:26]#[C:25][C:24]([O:27][CH2:28][CH3:29])([O:23][CH2:21][CH3:22])[O:30][CH2:31][CH3:32])[C:13]=1[C:7]1([C:8]([O:10][CH2:11][CH3:12])=[O:9])[CH2:6][CH2:5][O:4][CH2:3][CH2:2]1 |^1:44,63|. Reagents/catalysts: Cl[Pd]([P](C1=CC=CC=C1)(C2=CC=CC=C2)C3=CC=CC=C3)([P](C4=CC=CC=C4)(C5=CC=CC=C5)C6=CC=CC=C6)Cl (dichlorobis(triphenylphosphine)palladium(ii)), [Cu]I (copper(I) iodide). The reactants are C(C)OC(C#C)(OCC)OCC (3,3,3-triethoxyprop-1-yne), BrCCOCCC(C(=O)OCC)C1=C(C=CC=C1I)Cl (ethyl 4-(2-bromoethoxy)-2-(2-chloro-6-iodophenyl)butanoate), TEA.